This data is from the Open Reaction Database (ORD), a public repository of structured organic reaction records. The task is: describe an organic reaction: reactants, conditions, products, and yield Reactants: C(C)(=O)N1[C@@H](C(=O)O)CCCC1 ((R)-N-acetylpipecolic acid), C1(=CC=C(C=C1)S(=O)(=O)O)C (4-toluenesulphonic acid). Run in C1(=CC=CC=C1)C (toluene). Yields the product sulphonic acid, N1C(C(=O)O)CCCC1 (pipecolic acid). As a reaction SMILES: C([N:4]1[CH2:12][CH2:11][CH2:10][CH2:9][C@@H:5]1[C:6]([OH:8])=[O:7])(=O)C.C1(C)C=CC(S(O)(=O)=O)=CC=1>C1(C)C=CC=CC=1>[NH:4]1[CH2:12][CH2:11][CH2:10][CH2:9][CH:5]1[C:6]([OH:8])=[O:7]. Reported procedure: (R)-N-acetylpipecolic acid was placed in 10 volumes of toluene and heated, with stirring, to reflux. On attaining reflux, a catalytic amount of 4-toluenesulphonic acid was added to the solution which was then left to reflux for two hours with stirring. After this time had elapsed, the toluene was removed by rotary evaporation. To the residual solid was added 10 volumes of distilled water; this was then extracted with methyl ethyl ketone (MEK) (3×10 vols) to leave the sulphonic acid in the aqueou... Starting materials: Brc1cccc(Br)n1, CCO, CN. Yields the product CNc1cccc(Br)n1. RXN SMILES: [Br:1][c:2]1[n:3][c:4]([Br:8])[cH:5][cH:6][cH:7]1.[CH3:11][CH2:12][OH:13].[CH3:9][NH2:10]>>[Br:1][c:2]1[n:3][c:4]([NH:10][CH3:9])[cH:5][cH:6][cH:7]1.